This data is from the Open Reaction Database (ORD), a public repository of structured organic reaction records. The task is: describe an organic reaction: reactants, conditions, products, and yield Starting materials: NC1=NC(=C(C(=N1)C)C)C (2-amino-4,5,6-trimethylpyrimidine), C(Cl)Cl (methylene chloride), N(=C=O)S(=O)(=O)C1=C(C(=O)OC)C=CC=C1 (methyl 2-(isocyanatosulfonyl)benzoate). Run in C(CCC)Cl (Butyl chloride). Reaction conditions: time 24 hour. The product is CC1=NC(=NC(=C1C)C)NC(=O)NS(=O)(=O)C1=C(C(=O)OC)C=CC=C1 (Methyl 2-{[(4,5,6-trimethylpyrimidin-2-yl)aminocarbonyl]-aminosulfonyl}benzoate). RXN SMILES: [NH2:1][C:2]1[N:7]=[C:6]([CH3:8])[C:5]([CH3:9])=[C:4]([CH3:10])[N:3]=1.C(Cl)Cl.[N:14]([S:17]([C:20]1[CH:29]=[CH:28][CH:27]=[CH:26][C:21]=1[C:22]([O:24][CH3:25])=[O:23])(=[O:19])=[O:18])=[C:15]=[O:16]>C(Cl)CCC>[CH3:10][C:4]1[C:5]([CH3:9])=[C:6]([CH3:8])[N:7]=[C:2]([NH:1][C:15]([NH:14][S:17]([C:20]2[CH:29]=[CH:28][CH:27]=[CH:26][C:21]=2[C:22]([O:24][CH3:25])=[O:23])(=[O:19])=[O:18])=[O:16])[N:3]=1. Procedure: To a mixture of 1.0 gram (0.0073 mole) of 2-amino-4,5,6-trimethylpyrimidine and 5.0 ml of dried methylene chloride stirring magnetically in a 50 ml RB single neck flask, 2.1 grams of methyl 2-(isocyanatosulfonyl)benzoate was added at room temperature and the mixture stirred at room temperature for 24 hours. Butyl chloride (4 ml) was added with constant stirring and the insoluble product filtered, washed immediately with butyl chloride and dried. (Yield 1.3 grams, m.p. 152°-161°). IR (Nujol): 5.6... Starting materials: ClC1=C(C=C2C=CNC2=C1)OC (6-chloro-5-methoxyindole), O.Cl.N1CCC(CC1)=O (4-piperidone hydrochloride hydrate). The product is ClC1=C(C=C2C(=CNC2=C1)C=1CCNCC1)OC (6-chloro-5-methoxy-3-(1,2,3,6-tetrahydropyridin-4-yl)-1H-indole). Reaction SMILES: [Cl:1][C:2]1[CH:10]=[C:9]2[C:5]([CH:6]=[CH:7][NH:8]2)=[CH:4][C:3]=1[O:11][CH3:12].O.Cl.[NH:15]1[CH2:20][CH2:19][C:18](=O)[CH2:17][CH2:16]1>>[Cl:1][C:2]1[CH:10]=[C:9]2[C:5]([C:6]([C:18]3[CH2:19][CH2:20][NH:15][CH2:16][CH:17]=3)=[CH:7][NH:8]2)=[CH:4][C:3]=1[O:11][CH3:12] |f:1.2.3|. Reported procedure: The title compound was prepared in a fashion similar to that described in Preparation 30 from 6-chloro-5-methoxyindole (2.0 g, 11 mmol) and 4-piperidone hydrochloride hydrate (3.4 g, 22 mmol). The product was isolated as a yellow solid. Yield 2.4 g (83%). mp 222°-224° C. FDMS m/e=264 (M+ of free base). Reactants: C(CCCCCCCCCC)C=1C=NC(=NC1)C1=CC=C(C=C1)O (4-(5-undecyl-pyrimidin-2-yl)phenol), C(CC)C1CCC(S1)C(=O)O (5-propyl-tetrahydrothiophene-2-carboxylic acid), C1(CCCCC1)N=C=NC1CCCCC1 (dicyclohexylcarbodiimide). The solvent is ClCCl (dichloromethane). Yields the product C(CC)C1CCC(S1)C(=O)OC1=CC=C(C=C1)C1=NC=C(C=N1)CCCCCCCCCCC ([4(5-Undecyl-pyrimidin-2-yl)phenyl] 5-propyl-tetrahydrothiophene-2-carboxylate). RXN SMILES: [CH2:1]([C:12]1[CH:13]=[N:14][C:15]([C:18]2[CH:23]=[CH:22][C:21]([OH:24])=[CH:20][CH:19]=2)=[N:16][CH:17]=1)[CH2:2][CH2:3][CH2:4][CH2:5][CH2:6][CH2:7][CH2:8][CH2:9][CH2:10][CH3:11].[CH2:25]([CH:28]1[S:32][CH:31]([C:33](O)=[O:34])[CH2:30][CH2:29]1)[CH2:26][CH3:27].C1(N=C=NC2CCCCC2)CCCCC1>ClCCl>[CH2:25]([CH:28]1[S:32][CH:31]([C:33]([O:24][C:21]2[CH:20]=[CH:19][C:18]([C:15]3[N:16]=[CH:17][C:12]([CH2:1][CH2:2][CH2:3][CH2:4][CH2:5][CH2:6][CH2:7][CH2:8][CH2:9][CH2:10][CH3:11])=[CH:13][N:14]=3)=[CH:23][CH:22]=2)=[O:34])[CH2:30][CH2:29]1)[CH2:26][CH3:27]. Procedure: 4.9 g of 4-(5-undecyl-pyrimidin-2-yl)phenol, 2.6 g of 5-propyl-tetrahydrothiophene-2-carboxylic acid (prepared as shown in Scheme 1) and 3.1 g of dicyclohexylcarbodiimide are stirred for 24 h in 50 ml of dichloromethane at room temperature. Filtration, removal of the dichloromethane by distillation, purification by chromatography (silica gel; dichloromethane/heptane) and recrystallization from acetonitrile affords the target compound as colorless crystals. Starting materials: CO, ClC(Cl)Cl, O=C(OO)c1cccc(Cl)c1, [K+], COc1cc([N+](=O)[O-])c(C=O)c(OC)c1OC, [OH-]. The product is COc1cc([N+](=O)[O-])c(O)c(OC)c1OC. Reaction SMILES: [CH3:31][OH:32].[CH:33]([Cl:34])([Cl:35])[Cl:36].[Cl:18][c:19]1[cH:20][cH:21][cH:22][c:23]([C:24]([O:25][OH:27])=[O:26])[cH:28]1.[K+:30].[N+:1](=[O:2])([O-:3])[c:4]1[c:5]([CH:6]=[O:7])[c:8]([O:16][CH3:17])[c:9]([O:14][CH3:15])[c:10]([O:12][CH3:13])[cH:11]1.[OH-:29]>>[N+:1](=[O:2])([O-:3])[c:4]1[c:5]([OH:26])[c:8]([O:16][CH3:17])[c:9]([O:14][CH3:15])[c:10]([O:12][CH3:13])[cH:11]1. Starting materials: C(C)(C)C1=CC=C(C=C1)S(=O)(=O)NC(C(OC1=C(C=C(C=C1)C(=O)O)CCC)C1=CC2=C(C=C1)OCO2)=O (N-(4-iso-propylbenzenesulfonyl)-α-(4-carboxy-2-n-propylphenoxy)-3,4-methylenedioxyphenylacetamide), [K].[K].C(C)(C)C1=CC=C(C=C1)S(=O)(=O)NC(C(OC1=C(C=C(C=C1)C(=O)O)CCC)C1=CC2=C(C=C1)OCO2)=O (N-(4-iso-propylbenzenesulfonyl)-α-(4-carboxy-2-n-propylphenoxy)-3,4-methylenedioxyphenylacetamide dipotassium salt), C(=O)(N1C=NC=C1)N1C=NC=C1 (1,1'-carbonyldiimidazole), S(=O)(=O)(N)N (sulfamide), C1CCC2=NCCCN2CC1 (DBU), C8, 600E. The solvent is O1CCCC1 (tetrahydrofuran). Run at time 2 hour. The product is C(C)(C)C1=CC=C(C=C1)S(=O)(=O)NC(C(OC1=C(C=C(C=C1)C(NS(N)(=O)=O)=O)CCC)C1=CC2=C(C=C1)OCO2)=O (N-(4-iso-propylbenzenesulfonyl)-α-(4-(sulfamylcarbamyl)-2-n-propylphenoxy)- 3,4-methylenedioxyphenylacetamide). Yield: 27.6%. RXN SMILES: [CH:1]([C:4]1[CH:9]=[CH:8][C:7]([S:10]([NH:13][C:14](=[O:38])[CH:15]([C:29]2[CH:34]=[CH:33][C:32]3[O:35][CH2:36][O:37][C:31]=3[CH:30]=2)[O:16][C:17]2[CH:22]=[CH:21][C:20]([C:23](O)=[O:24])=[CH:19][C:18]=2[CH2:26][CH2:27][CH3:28])(=[O:12])=[O:11])=[CH:6][CH:5]=1)([CH3:3])[CH3:2].[K].[K].C(C1C=CC(S(NC(=O)C(C2C=CC3OCOC=3C=2)OC2C=CC(C(O)=O)=CC=2CCC)(=O)=O)=CC=1)(C)C.C(N1C=CN=C1)(N1C=CN=C1)=O.[S:91]([NH2:95])([NH2:94])(=[O:93])=[O:92].C1CCN2C(=NCCC2)CC1>O1CCCC1>[CH:1]([C:4]1[CH:9]=[CH:8][C:7]([S:10]([NH:13][C:14](=[O:38])[CH:15]([C:29]2[CH:34]=[CH:33][C:32]3[O:35][CH2:36][O:37][C:31]=3[CH:30]=2)[O:16][C:17]2[CH:22]=[CH:21][C:20]([C:23](=[O:24])[NH:94][S:91](=[O:93])(=[O:92])[NH2:95])=[CH:19][C:18]=2[CH2:26][CH2:27][CH3:28])(=[O:11])=[O:12])=[CH:6][CH:5]=1)([CH3:3])[CH3:2] |f:1.2.3,^1:38,39|. Procedure: A solution of 158 mg (0.293 mmol) of N-(4-iso-propylbenzenesulfonyl)-α-(4-carboxy-2-n-propylphenoxy)-3,4-methylenedioxyphenylacetamide (free acid form of the product of Example 58) and 71 mg (0.440 mmol) of 1,1'-carbonyldiimidazole in 1 mL of dry tetrahydrofuran was refluxed for 3.5 hours. The reaction mixture was cooled to room temperature and 141 mg (1.47 mmol) of sulfamide and 110 μL (0.733 mmol) of DBU were added and the mixture was refluxed again. The reaction progress was monitored by anal...